Dataset: the Open Reaction Database (ORD), a public repository of structured organic reaction records. Task: describe an organic reaction: reactants, conditions, products, and yield Starting materials: O=C([O-])O, CC(=O)N[Si](C)(C)C, CS(C)=O, Clc1cccc(C2CO2)c1, Cl, CCN(CC)C(=O)Cc1cccc2c(CC(C)N)c[nH]c12, [Na+]. The product is CCN(CC)C(=O)Cc1cccc2c(CC(C)NCC(O)c3cccc(Cl)c3)c[nH]c12. Reaction SMILES: [C:41](=[O:42])([O-:43])[OH:44].[CH3:22][Si:23]([CH3:24])([CH3:25])[NH:26][C:27](=[O:28])[CH3:29].[CH3:46][S:47]([CH3:48])=[O:49].[Cl:30][c:31]1[cH:32][c:33]([CH:34]2[CH2:35][O:36]2)[cH:37][cH:38][cH:39]1.[ClH:40].[NH2:1][CH:2]([CH2:3][c:4]1[cH:5][nH:6][c:7]2[c:8]([CH2:13][C:14](=[O:15])[N:16]([CH2:17][CH3:18])[CH2:19][CH3:20])[cH:9][cH:10][cH:11][c:12]12)[CH3:21].[Na+:45]>>[NH:1]([CH:2]([CH2:3][c:4]1[cH:5][nH:6][c:7]2[c:8]([CH2:13][C:14](=[O:15])[N:16]([CH2:17][CH3:18])[CH2:19][CH3:20])[cH:9][cH:10][cH:11][c:12]12)[CH3:21])[CH2:35][CH:34]([c:33]1[cH:32][c:31]([Cl:30])[cH:39][cH:38][cH:37]1)[OH:36]. Procedure: Methyl-2-(2-amino-4-trifluoromethylphenoxy)-4-methoxybenzoate (13.0 g, 0.038 mol) was mixed in tetrahydrofuran and saponified with 1N sodium hydroxide. The solvent was evaporated and the residue mixed in water and acidified with 3N hydrochloric acid, bringing the pH to 4.0. The aqueous phase was extracted with ethyl acetate. The organic phase was dried (MgSO4) and evaporated. The residue was flash chromatographed (silica gel, ethyl acetate/hexane/formic acid) to yield the title compound. 1H NMR ... Product: NC1=C(OC2=C(C(=O)O)C=CC(=C2)OC)C=CC(=C1)C(F)(F)F (2-(2-amino-4-trifluoromethylphenoxy)-4-methoxybenzoic acid). Starting materials: COC(C1=C(C=C(C=C1)OC)OC1=C(C=C(C=C1)C(F)(F)F)N)=O (Methyl-2-(2-amino-4-trifluoromethylphenoxy)-4-methoxybenzoate), [OH-].[Na+] (sodium hydroxide). The solvent is O1CCCC1 (tetrahydrofuran). RXN SMILES: C[O:2][C:3](=[O:24])[C:4]1[CH:9]=[CH:8][C:7]([O:10][CH3:11])=[CH:6][C:5]=1[O:12][C:13]1[CH:18]=[CH:17][C:16]([C:19]([F:22])([F:21])[F:20])=[CH:15][C:14]=1[NH2:23].[OH-].[Na+]>O1CCCC1>[NH2:23][C:14]1[CH:15]=[C:16]([C:19]([F:20])([F:21])[F:22])[CH:17]=[CH:18][C:13]=1[O:12][C:5]1[CH:6]=[C:7]([O:10][CH3:11])[CH:8]=[CH:9][C:4]=1[C:3]([OH:24])=[O:2] |f:1.2|. Starting materials: BrC(C(=O)NC1=C(C=CC=C1C)CC)C (2-bromo-2'-ethyl-6'-methyl propionanilide), N (ammonia), alcohol, N (ammonia). Conditions: temperature 55 celsius. The product is NC(C(=O)NC1=C(C=CC=C1C)CC)C (2-amino-2'-ethyl-6'-methylpropionanilide). Reaction SMILES: Br[CH:2]([CH3:15])[C:3]([NH:5][C:6]1[C:11]([CH3:12])=[CH:10][CH:9]=[CH:8][C:7]=1[CH2:13][CH3:14])=[O:4].[NH3:16]>>[NH2:16][CH:2]([CH3:15])[C:3]([NH:5][C:6]1[C:11]([CH3:12])=[CH:10][CH:9]=[CH:8][C:7]=1[CH2:13][CH3:14])=[O:4]. Procedure details: A slurry of 20.9 g 2-bromo-2'-ethyl-6'-methyl propionanilide, 125 ml 95% alcohol, and 75 ml concd. ammonia was saturated with gaseous ammonia and was heated to 55° C. for 30 hours in a pressure vessel. The reaction mixture was filtered and the filtrate concentration in vacuo. The residue was dissolved in 2 M hydrochloric acid and was extracted with ethyl acetate. The acid phase was made alkaline to pH 9 and was extracted with methylene chloride to give 15.5 g of a crystallizing oil. Recrystalliz... Reactants: BrC=1C=C(C(=C(COC2=CC=C(C=C2)N)C1)OC)C(C)(C)C (4-(5-bromo-3-tert-butyl-2-methoxybenzyloxy)phenylamine), CS(=O)(=O)Cl (methanesulfonyl chloride). The solvent is N1=CC=CC=C1 (pyridine), CCOC(=O)C (EtOAc). Reaction conditions: time 30 minute. Yields the product BrC=1C=C(C(=C(COC2=CC=C(C=C2)NS(=O)(=O)C)C1)OC)C(C)(C)C (N-[4-(5-bromo-3-tert-butyl-2-methoxybenzyloxy)phenyl]methanesulfonamide). Isolated yield 82.2%. RXN SMILES: [Br:1][C:2]1[CH:3]=[C:4]([C:19]([CH3:22])([CH3:21])[CH3:20])[C:5]([O:17][CH3:18])=[C:6]([CH:16]=1)[CH2:7][O:8][C:9]1[CH:14]=[CH:13][C:12]([NH2:15])=[CH:11][CH:10]=1.[CH3:23][S:24](Cl)(=[O:26])=[O:25]>N1C=CC=CC=1.CCOC(C)=O>[Br:1][C:2]1[CH:3]=[C:4]([C:19]([CH3:22])([CH3:21])[CH3:20])[C:5]([O:17][CH3:18])=[C:6]([CH:16]=1)[CH2:7][O:8][C:9]1[CH:10]=[CH:11][C:12]([NH:15][S:24]([CH3:23])(=[O:26])=[O:25])=[CH:13][CH:14]=1. Reported procedure: step 4—To a solution of 118 (0.20 g, 0.55 mmol) in pyridine (3 mL) cooled to 0° C. was added methanesulfonyl chloride (0.081 g, 0.71 mmol). Stirring was continued at 0° C. for 30 min then at RT for 3 h. The reaction mixture was diluted with EtOAc, washed sequentially with aqueous CuSO4 and 2N HCl, dried (Na2SO4), filtered and concentrated. The crude residue was purified by SiO2 chromatography eluting with EtOAc/hexane to afford 0.20 g (84%) of N-[4-(5-bromo-3-tert-butyl-2-methoxybenzyloxy)phenyl... The reactants are C(=O)([O-])[O-].[Cs+].[Cs+] (Cs2CO3), ClC(C)C=1C(=NC(=CC1)C1=CC=C(C=C1)C(F)(F)F)C ([rac]-3-(1-chloro-ethyl)-2-methyl-6-(4-trifluoromethyl-phenyl)-pyridine), C(C)(C)(C)OC(CSC1=C(C=C(C=C1)O)C)=O ((4-hydroxy-2-methyl-phenylsulfanyl)-acetic acid tert-butyl ester). The solvent is CC(=O)C (acetone). Conditions: time 2 hour. The product is C(C)(C)(C)OC(CSC1=C(C=C(C=C1)OC(C)C=1C(=NC(=CC1)C1=CC=C(C=C1)C(F)(F)F)C)C)=O ((2-Methyl-4-{1-[2-methyl-6-(4-trifluoromethyl-phenyl)-pyridin-3-yl]-ethoxy]-phenylsulfanyl)-acetic acid tert-butyl ester). As a reaction SMILES: Cl[CH:2]([C:4]1[C:5]([CH3:20])=[N:6][C:7]([C:10]2[CH:15]=[CH:14][C:13]([C:16]([F:19])([F:18])[F:17])=[CH:12][CH:11]=2)=[CH:8][CH:9]=1)[CH3:3].[C:21]([O:25][C:26](=[O:37])[CH2:27][S:28][C:29]1[CH:34]=[CH:33][C:32]([OH:35])=[CH:31][C:30]=1[CH3:36])([CH3:24])([CH3:23])[CH3:22].C([O-])([O-])=O.[Cs+].[Cs+]>CC(C)=O>[C:21]([O:25][C:26](=[O:37])[CH2:27][S:28][C:29]1[CH:34]=[CH:33][C:32]([O:35][CH:2]([C:4]2[C:5]([CH3:20])=[N:6][C:7]([C:10]3[CH:15]=[CH:14][C:13]([C:16]([F:19])([F:18])[F:17])=[CH:12][CH:11]=3)=[CH:8][CH:9]=2)[CH3:3])=[CH:31][C:30]=1[CH3:36])([CH3:24])([CH3:23])[CH3:22] |f:2.3.4|. Reported procedure: To 0.118 g (0.39 mmol) of the above prepared [rac]-3-(1-chloro-ethyl)-2-methyl-6-(4-trifluoromethyl-phenyl)-pyridine (example 17C]) and 0.100 g (0.39 mmol) of (4-hydroxy-2-methyl-phenylsulfanyl)-acetic acid tert-butyl ester (see below example 20C]), dissolved in 2.0 ml of abs. acetone, were added successively 0.065 g (0.39 mmol) of KI and 0.154 g (0.47 mmol) of Cs2CO3. The reaction was allowed to proceed for 2 h at ambient temperature, when TLC still indicated large amounts of starting material.... Reactants: C(C)(C)[N-]C(C)C.[Li+] (Lithium diisopropylamide), C(C(C)C)(=O)OCC (ethyl isobutyrate), BrC1=C(CBr)C=CC=C1 (2-bromobenzyl bromide). Solvent: O1CCCC1 (tetrahydrofuran), O1CCCC1 (tetrahydrofuran), O (water). Reaction conditions: time 30 minute. Product: BrC1=C(C=CC=C1)CC(C(=O)OCC)(C)C (ethyl 3-(2-bromophenyl)-2,2-dimethylpropanoate). The yield is 169.0%. Reaction SMILES: C([N-]C(C)C)(C)C.[Li+].[C:9]([O:14][CH2:15][CH3:16])(=[O:13])[CH:10]([CH3:12])[CH3:11].[Br:17][C:18]1[CH:25]=[CH:24][CH:23]=[CH:22][C:19]=1[CH2:20]Br>O1CCCC1.O>[Br:17][C:18]1[CH:25]=[CH:24][CH:23]=[CH:22][C:19]=1[CH2:20][C:10]([CH3:12])([CH3:11])[C:9]([O:14][CH2:15][CH3:16])=[O:13] |f:0.1|. Reported procedure: Lithium diisopropylamide (2M in hexane, 1.5 mL, 3.0 mmol) was added to a solution of ethyl isobutyrate (233 mg, 2.01 mmol) in tetrahydrofuran (1 mL) at −78° C. and the reaction mixture was stirred at this temperature for 30 min. Then, a solution of 2-bromobenzyl bromide (250 mg, 1.00 mmol) in tetrahydrofuran (1 mL) was added dropwise. The reaction mixture was stirred at −78° C. for another 1 hr and then at room temperature overnight. The mixture was diluted with water and extracted with ethyl ac... Starting materials: BrC1=CC=C(C=C1)[C@H]1N[C@H](CC2=CC=CC=C12)C ((1R,3S)-1-(4-bromophenyl)-3-methyl-1,2,3,4-tetrahydroisoquinoline), N(=C=O)C1=CC=C(C#N)C=C1 (4-isocyanatobenzonitrile). Run in C(Cl)Cl (CH2Cl2). Run at time 5 hour. The product is BrC1=CC=C(C=C1)[C@H]1N([C@H](CC2=CC=CC=C12)C)C(=O)NC1=CC=C(C=C1)C#N ((1R,3S)-1-(4-bromophenyl)-N-(4-cyanophenyl)-3-methyl-3,4-dihydroisoquinoline-2(1H)-carboxamide). Reaction SMILES: [Br:1][C:2]1[CH:7]=[CH:6][C:5]([C@@H:8]2[C:17]3[C:12](=[CH:13][CH:14]=[CH:15][CH:16]=3)[CH2:11][C@H:10]([CH3:18])[NH:9]2)=[CH:4][CH:3]=1.[N:19]([C:22]1[CH:29]=[CH:28][C:25]([C:26]#[N:27])=[CH:24][CH:23]=1)=[C:20]=[O:21]>C(Cl)Cl>[Br:1][C:2]1[CH:7]=[CH:6][C:5]([C@@H:8]2[C:17]3[C:12](=[CH:13][CH:14]=[CH:15][CH:16]=3)[CH2:11][C@H:10]([CH3:18])[N:9]2[C:20]([NH:19][C:22]2[CH:29]=[CH:28][C:25]([C:26]#[N:27])=[CH:24][CH:23]=2)=[O:21])=[CH:4][CH:3]=1. Reported procedure: To a solution of (1R,3S)-1-(4-bromophenyl)-3-methyl-1,2,3,4-tetrahydroisoquinoline (50 mg, 165 example 81, step 2) in CH2Cl2 (1.0 mL) at RT was added 4-isocyanatobenzonitrile (37 mg, 256 μmol). The reaction was stirred 5 h and directly purified by reverse phase HPLC to give (1R,3S)-1-(4-bromophenyl)-N-(4-cyanophenyl)-3-methyl-3,4-dihydroisoquinoline-2(1H)-carboxamide as a white solid. MS (ESI pos. ion) m/z: 446, 448 (M+1). Starting materials: CC1=C(C=CC=C1)C(C)=O (2′-methyl-acetophenone), C(CO)O (ethylene glycol), BrN1C(CCC1=O)=O (N-bromosuccinimide), N(=NC1(CCCCC1)C#N)C1(CCCCC1)C#N (1,1′-azobis(cyclo-hexanecarbonitrile)), O.C1(=CC=C(C=C1)S(=O)(=O)O)C (p-toluenesulfonic acid monohydrate), resultant mixture. The solvent is CCOCC (Et2O), C1=CC=CC=C1 (benzene). The product is BrCC1=C(C=CC=C1)C1(OCCO1)C (2-(2-bromomethyl-phenyl)-2-methyl-[1,3]dioxolane). Yield: 79.5%. Reaction SMILES: [CH3:1][C:2]1[CH:7]=[CH:6][CH:5]=[CH:4][C:3]=1[C:8](=[O:10])[CH3:9].[CH2:11]([OH:14])[CH2:12]O.O.C1(C)C=CC(S(O)(=O)=O)=CC=1.[Br:27]N1C(=O)CCC1=O.N(C1(C#N)CCCCC1)=NC1(C#N)CCCCC1>C1C=CC=CC=1.CCOCC>[Br:27][CH2:1][C:2]1[CH:7]=[CH:6][CH:5]=[CH:4][C:3]=1[C:8]1([CH3:9])[O:14][CH2:11][CH2:12][O:10]1 |f:2.3|. Reported procedure: To a solution of 2′-methyl-acetophenone (2.68 g, 20.0 mmol) in benzene (100 mL) was added ethylene glycol (2.0 mL, 35.9 mmol) followed by p-toluenesulfonic acid monohydrate (0.39 g, 2.10 mmol). The reaction flask was topped with a Dean-Stark trap, and the mixture was heated to reflux overnight. The mixture was cooled to room temperature, diluted with Et2O (100 mL), washed with saturated aqueous NaHCO3 (5×20 mL) and brine (3×25 mL), dried (MgSO4), and concentrated. The resultant colorless oil (3.... The reactants are CN1N=CC(=C1)B1OC(C(O1)(C)C)(C)C (1-Methyl-4-(4,4,5,5-tetramethyl-1,3,2-dioxaborolan-2-yl)-1H-pyrazole), P(=O)([O-])([O-])[O-].[K+].[K+].[K+] (potassium phosphate), BrC=1C=CC(=NC1)C(=O)OC(C)(C)C (tert-butyl 5-bromopyridine-2-carboxylate). The reagents and catalysts are CC(C)([P](C(C)(C)C)([Pd][P](C(C)(C)C)(C(C)(C)C)C(C)(C)C)C(C)(C)C)C (bis(tri-tert-butylphosphine)palladium). Solvent: O1CCOCC1 (1,4-dioxane). Reaction conditions: temperature 100 celsius, time 8 hour. Product: CN1N=CC(=C1)C=1C=CC(=NC1)C(=O)OC(C)(C)C (tert-butyl 5-(1-methyl-1H-pyrazol-4-yl)-pyridine-2-carboxylate). As a reaction SMILES: [CH3:1][N:2]1[CH:6]=[C:5](B2OC(C)(C)C(C)(C)O2)[CH:4]=[N:3]1.P([O-])([O-])([O-])=O.[K+].[K+].[K+].Br[C:25]1[CH:26]=[CH:27][C:28]([C:31]([O:33][C:34]([CH3:37])([CH3:36])[CH3:35])=[O:32])=[N:29][CH:30]=1>O1CCOCC1.CC(C)([P](C(C)(C)C)([Pd][P](C(C)(C)C)(C(C)(C)C)C(C)(C)C)C(C)(C)C)C>[CH3:1][N:2]1[CH:6]=[C:5]([C:25]2[CH:26]=[CH:27][C:28]([C:31]([O:33][C:34]([CH3:37])([CH3:36])[CH3:35])=[O:32])=[N:29][CH:30]=2)[CH:4]=[N:3]1 |f:1.2.3.4,^1:46,52|. Procedure: 1-Methyl-4-(4,4,5,5-tetramethyl-1,3,2-dioxaborolan-2-yl)-1H-pyrazole (80.7 mg), bis(tri-tert-butylphosphine)palladium (0) (9.91 mg) and a 1 N potassium phosphate solution (388 μL) were added to a solution of tert-butyl 5-bromopyridine-2-carboxylate (50 mg) in 1,4-dioxane (2 mL). After replacement with nitrogen, the mixture was heated to 100° C. and stirred for eight hours. The reaction solution was cooled to room temperature, and the solvent was evaporated under reduced pressure. The residue was... Starting materials: ClC=1C=C(C=CC1)C1NC(NC(=C1C(=O)O)COC)=O (4-(3-chlorophenyl)-6-methoxymethyl-2-oxo-1,2,3,4-tetrahydropyrimidine-5-carboxylic acid), C1(=CC=CC=C1)CCCN (3-phenylpropylamine), CCN=C=NCCCN(C)C.Cl (WSC hydrochloride). Run in ClCCl (dichloromethane). Reaction conditions: time 8 hour. The product is C1(=CC=CC=C1)CCCNC(=O)C=1C(NC(NC1COC)=O)C1=CC(=CC=C1)Cl (4-(3-chlorophenyl)-6-methoxymethyl-2-oxo-1,2,3,4-tetrahydropyrimidine-5-carboxylic acid (3-phenylpropyl)amide). As a reaction SMILES: [Cl:1][C:2]1[CH:3]=[C:4]([CH:8]2[C:13]([C:14]([OH:16])=O)=[C:12]([CH2:17][O:18][CH3:19])[NH:11][C:10](=[O:20])[NH:9]2)[CH:5]=[CH:6][CH:7]=1.[C:21]1([CH2:27][CH2:28][CH2:29][NH2:30])[CH:26]=[CH:25][CH:24]=[CH:23][CH:22]=1.CCN=C=NCCCN(C)C.Cl>ClCCl>[C:21]1([CH2:27][CH2:28][CH2:29][NH:30][C:14]([C:13]2[CH:8]([C:4]3[CH:5]=[CH:6][CH:7]=[C:2]([Cl:1])[CH:3]=3)[NH:9][C:10](=[O:20])[NH:11][C:12]=2[CH2:17][O:18][CH3:19])=[O:16])[CH:26]=[CH:25][CH:24]=[CH:23][CH:22]=1 |f:2.3|. Reported procedure: 60.0 mg (0.225 mmol) of 4-(3-chlorophenyl)-6-methoxymethyl-2-oxo-1,2,3,4-tetrahydropyrimidine-5-carboxylic acid and 36.5 mg (0.270 mmol) of 3-phenylpropylamine were dissolved in 10 ml of dichloromethane. 64.7 mg (0.338 mmol) of WSC hydrochloride was added to the obtained solution under cooling with ice, and they were stirred at room temperature overnight. After the concentration under reduced pressure, the reaction mixture was diluted with ethyl acetate and then washed with 1 N hydrochloric acid...